The task is: describe an organic reaction: reactants, conditions, products, and yield. This data is from the Open Reaction Database (ORD), a public repository of structured organic reaction records. Starting materials: ClC1=CC=C(C=C1)C1N=C(N(C1C1=CC=C(C=C1)Cl)C(=O)Cl)C=1C=NC(=CC1OCC)OCC (4,5-Bis-(4-chloro-phenyl)-2-(4,6-diethoxy-pyridin-3-yl)-4,5-dihydro-imidazole-1-carbonyl chloride), N1(CCNCC1)CCO (2-piperazine-1-yl-ethanol). As a reaction SMILES: [Cl:1][C:2]1[CH:7]=[CH:6][C:5]([CH:8]2[CH:12]([C:13]3[CH:18]=[CH:17][C:16]([Cl:19])=[CH:15][CH:14]=3)[N:11]([C:20](Cl)=[O:21])[C:10]([C:23]3[CH:24]=[N:25][C:26]([O:32][CH2:33][CH3:34])=[CH:27][C:28]=3[O:29][CH2:30][CH3:31])=[N:9]2)=[CH:4][CH:3]=1.[N:35]1([CH2:41][CH2:42][OH:43])[CH2:40][CH2:39][NH:38][CH2:37][CH2:36]1>>[ClH:1].[Cl:1][C:2]1[CH:7]=[CH:6][C:5]([C@H:8]2[C@@H:12]([C:13]3[CH:18]=[CH:17][C:16]([Cl:19])=[CH:15][CH:14]=3)[N:11]([C:20]([N:38]3[CH2:39][CH2:40][N:35]([CH2:41][CH2:42][OH:43])[CH2:36][CH2:37]3)=[O:21])[C:10]([C:23]3[CH:24]=[N:25][C:26]([O:32][CH2:33][CH3:34])=[CH:27][C:28]=3[O:29][CH2:30][CH3:31])=[N:9]2)=[CH:4][CH:3]=1 |f:2.3|. Procedure details: cis-4-[4,5-Bis-(4-chloro-phenyl)-2-(4,6-diethoxy-pyridin-3-yl)-4,5-dihydro-imidazole-1-carbonyl chloride (example 32) was reacted with 2-piperazine-1-yl-ethanol (Aldrich) to give cis-[4,5-bis-(4-chloro-phenyl)-2-(4,6-diethoxy-pyridin-3-yl)-4,5-dihydro-imidazol-1-yl]-[4-(2-hydroxy-ethyl)-piperazin-1-yl]-methanone hydrochloride in an analogous manner as described in example 1. The product is Cl.ClC1=CC=C(C=C1)[C@@H]1N=C(N([C@@H]1C1=CC=C(C=C1)Cl)C(=O)N1CCN(CC1)CCO)C=1C=NC(=CC1OCC)OCC (cis-[4,5-bis-(4-chloro-phenyl)-2-(4,6-diethoxy-pyridin-3-yl)-4,5-dihydro-imidazol-1-yl]-[4-(2-hydroxy-ethyl)-piperazin-1-yl]-methanone hydrochloride). The reactants are CC1=CC=C(C=C1)S(=O)(=O)OC[C@@H]1[C@H]([C@@H]([C@H]([C@]2(O1)OCC1=CC(=C(C=C12)CC1=CC=C(C=C1)CC)Cl)O)O)O (((1S,3′R,4′S,5′S,6′R)-5-chloro-6-(4-ethylbenzyl)-3′,4′,5′-trihydroxy-3′,4′,5′,6′-tetrahydro-3H-spiro[isobenzofuran-1,2′-pyran]-6′-yl)methyl 4-methylbenzenesulfonate), N1CCOCC1 (morpholine). Yields the product ClC=1C=C2CO[C@]3(O[C@@H]([C@H]([C@@H]([C@H]3O)O)O)CN3CCOCC3)C2=CC1CC1=CC=C(C=C1)CC ((1S,3′R,4′S,5′S,6′R)-5-chloro-6-(4-ethylbenzyl)-6′-(morpholinomethyl)-3′,4′,5′,6′-tetrahydro-3H-spiro[isobenzofuran-1,2′-pyran]-3′,4′,5′-triol). Reaction SMILES: CC1C=CC(S(O[CH2:12][C@H:13]2[O:18][C@@:17]3([C:26]4[C:21](=[CH:22][C:23]([Cl:36])=[C:24]([CH2:27][C:28]5[CH:33]=[CH:32][C:31]([CH2:34][CH3:35])=[CH:30][CH:29]=5)[CH:25]=4)[CH2:20][O:19]3)[C@H:16]([OH:37])[C@@H:15]([OH:38])[C@@H:14]2[OH:39])(=O)=O)=CC=1.[NH:40]1[CH2:45][CH2:44][O:43][CH2:42][CH2:41]1>>[Cl:36][C:23]1[CH:22]=[C:21]2[C:26](=[CH:25][C:24]=1[CH2:27][C:28]1[CH:29]=[CH:30][C:31]([CH2:34][CH3:35])=[CH:32][CH:33]=1)[C@:17]1([C@H:16]([OH:37])[C@@H:15]([OH:38])[C@H:14]([OH:39])[C@@H:13]([CH2:12][N:40]3[CH2:45][CH2:44][O:43][CH2:42][CH2:41]3)[O:18]1)[O:19][CH2:20]2. Procedure details: ((1S,3′R,4′S,5′S,6′R)-5-chloro-6-(4-ethylbenzyl)-3′,4′,5′-trihydroxy-3′,4′,5′,6′-tetrahydro-3H-spiro[isobenzofuran-1,2′-pyran]-6′-yl)methyl 4-methylbenzenesulfonate (20 mg, 0.034 mmol) was dissolved in 1 mL of morpholine. Then the solution was allowed to reflux overnight. Concentration under reduced pressure provided the crude product, which was purified by preparative TLC to give 15 mg of title compound. 1H NMR (CD3OD, 400 MHz) δ 7.37 (s, 1H), 7.18 (s, 1H), 7.11 (d, J=8.0 Hz, 2H), 7.09 (d, J=8.... The reactants are Cl (Hydrogen chloride), NC1=NC2=CC(=CC=C2C2=C1N=C1N2CCCN(C1)C(=O)OC(C)(C)C)OCC1=CC=CC=C1 (tert-butyl 6-amino-3-benzyloxy-11,12-dihydro-8H-[1,4]diazepino[1′,2′:1,2]imidazo[4,5-c]quinolin-9(10H)-carboxylate), C(C)OCC (Diethyl ether). Solvent: ClCCl (dichloromethane). Conditions: time 1 hour. Product: Cl.Cl.C(C1=CC=CC=C1)OC1=CC=C2C3=C(C(=NC2=C1)N)N=C1N3CCCNC1 (3-benzyloxy-9,10,11,12-tetrahydro-8H-[1,4]diazepino[1′,2′:1,2]imidazo[4,5-c]quinolin-6-amine dihydrochloride). RXN SMILES: [ClH:1].[NH2:2][C:3]1[C:12]2[N:13]=[C:14]3[CH2:20][N:19](C(OC(C)(C)C)=O)[CH2:18][CH2:17][CH2:16][N:15]3[C:11]=2[C:10]2[C:5](=[CH:6][C:7]([O:28][CH2:29][C:30]3[CH:35]=[CH:34][CH:33]=[CH:32][CH:31]=3)=[CH:8][CH:9]=2)[N:4]=1.C(OCC)C>ClCCl>[ClH:1].[ClH:1].[CH2:29]([O:28][C:7]1[CH:6]=[C:5]2[C:10]([C:11]3[N:15]4[CH2:16][CH2:17][CH2:18][NH:19][CH2:20][C:14]4=[N:13][C:12]=3[C:3]([NH2:2])=[N:4]2)=[CH:9][CH:8]=1)[C:30]1[CH:31]=[CH:32][CH:33]=[CH:34][CH:35]=1 |f:4.5.6|. Procedure: Hydrogen chloride (20 mL of 4 N in 1,4-dioxane) was added to a solution of tert-butyl 6-amino-3-benzyloxy-11,12-dihydro-8H-[1,4]diazepino[1′,2′:1,2]imidazo[4,5-c]quinolin-9(10H)-carboxylate (3.89 g, 8.46 mmol, prepared as described in Part A of Examples 435-450) in dichloromethane (50 mL), and the reaction was stirred at ambient temperature for one hour. Diethyl ether was added, and a precipitate formed. The precipitate was isolated by filtration and dried in a vacuum oven at 65° C. to provide 3... The reactants are CO, CCOC(=O)c1csc(SC)n1, [Li+], [OH-]. Product: CSc1nc(C(=O)O)cs1. Reaction SMILES: [CH3:15][OH:16].[CH3:1][S:2][c:3]1[s:4][cH:5][c:6]([C:8](=[O:9])[O:10][CH2:11][CH3:12])[n:7]1.[Li+:14].[OH-:13]>>[CH3:1][S:2][c:3]1[s:4][cH:5][c:6]([C:8](=[O:9])[OH:10])[n:7]1. Reactants: [Br-], C1CCOC1, C[Mg+], CC(O)(c1ccc(N2CCN(S(=O)(=O)c3cccs3)CC2CN2C3COCC2CC(=O)C3)cc1)C(F)(F)F. Yields the product CC1(O)CC2COCC(C1)N2CC1CN(S(=O)(=O)c2cccs2)CCN1c1ccc(C(C)(O)C(F)(F)F)cc1. As a reaction SMILES: [Br-:39].[CH2:42]1[O:43][CH2:44][CH2:45][CH2:46]1.[CH3:40][Mg+:41].[s:1]1[c:2]([S:6](=[O:7])(=[O:8])[N:9]2[CH2:10][CH:11]([CH2:28][N:29]3[CH:30]4[CH2:31][O:32][CH2:33][CH:34]3[CH2:35][C:36](=[O:38])[CH2:37]4)[N:12]([c:15]3[cH:16][cH:17][c:18]([C:21]([C:22]([F:23])([F:24])[F:25])([CH3:26])[OH:27])[cH:19][cH:20]3)[CH2:13][CH2:14]2)[cH:3][cH:4][cH:5]1>>[s:1]1[c:2]([S:6](=[O:7])(=[O:8])[N:9]2[CH2:10][CH:11]([CH2:28][N:29]3[CH:30]4[CH2:31][O:32][CH2:33][CH:34]3[CH2:35][C:36]([OH:38])([CH3:40])[CH2:37]4)[N:12]([c:15]3[cH:16][cH:17][c:18]([C:21]([C:22]([F:23])([F:24])[F:25])([CH3:26])[OH:27])[cH:19][cH:20]3)[CH2:13][CH2:14]2)[cH:3][cH:4][cH:5]1. Reactants: FC(CCCCCCCCCCCCCCCNC1=CC=C(C(=O)O)C=C1)(F)F (4-[15-(trifluoromethyl)pentadecylamino]benzoic acid), CCOCC (ether), [OH-].[Na+] (sodium hydroxide), ICC(CO)O (3-iodo-1,2-propanediol). Solvent: O (water). Reaction conditions: time 24 hour. Yields the product FC(CCCCCCCCCCCCCCCNC1=CC=C(C(=O)OCC(CO)O)C=C1)(F)F (2,3-Dihydroxypropyl 4-[15-(trifluoromethyl)pentadecylamino]benzoate). Reaction SMILES: [F:1][C:2]([F:29])([F:28])[CH2:3][CH2:4][CH2:5][CH2:6][CH2:7][CH2:8][CH2:9][CH2:10][CH2:11][CH2:12][CH2:13][CH2:14][CH2:15][CH2:16][CH2:17][NH:18][C:19]1[CH:27]=[CH:26][C:22]([C:23]([OH:25])=[O:24])=[CH:21][CH:20]=1.[OH-].[Na+].I[CH2:33][CH:34]([OH:37])[CH2:35][OH:36].CCOCC>O>[F:1][C:2]([F:28])([F:29])[CH2:3][CH2:4][CH2:5][CH2:6][CH2:7][CH2:8][CH2:9][CH2:10][CH2:11][CH2:12][CH2:13][CH2:14][CH2:15][CH2:16][CH2:17][NH:18][C:19]1[CH:27]=[CH:26][C:22]([C:23]([O:25][CH2:33][CH:34]([OH:37])[CH2:35][OH:36])=[O:24])=[CH:21][CH:20]=1 |f:1.2|. Procedure: A solution of 7.34 g. of 4-[15-(trifluoromethyl)pentadecylamino]benzoic acid, 4.80 g. of 25% aqueous sodium hydroxide, and 12.6 g. of 3-iodo-1,2-propanediol in 50 ml. of hexamethylphoshoramide is stirred for 24 hours at ambient temperature, diluted with 100 ml. of ether and stirred for 5 days at ambient temperature. The mixture is treated with water and extracted with ether. The dried extracts are evaporated to yield the product as a white solid.